From a dataset of the Open Reaction Database (ORD), a public repository of structured organic reaction records. describe an organic reaction: reactants, conditions, products, and yield The reactants are C(C)OC1=C(C=C2C(=N[C@@H]3CC[C@H](C[C@@H]3C2=C1)O)C=1C=CC(N(C1)C)=O)OC (5-((2R,4aR,10bR)-9-Ethoxy-2-hydroxy-8-methoxy-1,2,3,4,4a,10b-hexahydro-phenanthridin-6-yl)-1-methyl-1H-pyridin-2-one), C(\C=C\C(=O)O)(=O)O (fumaric acid). Solvent: CC(=O)C (acetone), CC(=O)C (acetone), C(C)(C)O (isopropanol). The product is C(\C=C\C(=O)O)(=O)O.C(C)OC1=C(C=C2C(=N[C@@H]3CC[C@H](C[C@@H]3C2=C1)O)C=1C=CC(N(C1)C)=O)OC (5-((2R,4aR,10bR)-9-Ethoxy-2-hydroxy-8-methoxy-1,2,3,4,4a,10b-hexahydro-phenanthridin-6-yl)-1-methyl-1H-pyridin-2-one fumarate). Yield: 51.4%. As a reaction SMILES: [CH2:1]([O:3][C:4]1[CH:17]=[C:16]2[C:7]([C:8]([C:19]3[CH:20]=[CH:21][C:22](=[O:26])[N:23]([CH3:25])[CH:24]=3)=[N:9][C@H:10]3[C@@H:15]2[CH2:14][C@H:13]([OH:18])[CH2:12][CH2:11]3)=[CH:6][C:5]=1[O:27][CH3:28])[CH3:2].[C:29]([OH:36])(=[O:35])/[CH:30]=[CH:31]/[C:32]([OH:34])=[O:33]>CC(C)=O.C(O)(C)C>[C:29]([OH:36])(=[O:35])/[CH:30]=[CH:31]/[C:32]([OH:34])=[O:33].[CH2:1]([O:3][C:4]1[CH:17]=[C:16]2[C:7]([C:8]([C:19]3[CH:20]=[CH:21][C:22](=[O:26])[N:23]([CH3:25])[CH:24]=3)=[N:9][C@H:10]3[C@@H:15]2[CH2:14][C@H:13]([OH:18])[CH2:12][CH2:11]3)=[CH:6][C:5]=1[O:27][CH3:28])[CH3:2] |f:4.5|. Procedure: 5-((2R,4aR,10bR)-9-Ethoxy-2-hydroxy-8-methoxy-1,2,3,4,4a,10b-hexahydro-phenanthridin-6-yl)-1-methyl-1H-pyridin-2-one (38.2 mg, 0.1 mmol) are dissolved in 0.5 ml of acetone. 12.8 mg (0.11 mmol) of fumaric acid (dissolved in 0.5 ml of a 82:18 mixture of acetone and isopropanol) are added. The crystals are filtered off and dried to obtain 25.6 mg (51%) of the title compound (m.p.: 156° C.). Reactants: NN (hydrazine), CC#N (MeCN), NN (hydrazine), [N+](=O)([O-])C=1C=C(C2=C(C=CO2)C1)N1C2C(NCC1)CS(C2)(=O)=O (1-(5-nitro-1-benzofuran-7-yl)octahydrothieno[3,4-b]pyrazine 6,6-dioxide), [N+](=O)([O-])C=1C=C(C2=C(C=CO2)C1)N1C2C(NCC1)CS(C2)(=O)=O (1-(5-nitro-1-benzofuran-7-yl)octahydrothieno[3,4-b]pyrazine 6,6-dioxide), C1CCOC1 (THF). Reagents/catalysts: [Ni] (Raney-nickel), [Ni] (Raney-nickel). Run in CCO (EtOH). Run at time 8 hour. Yields the product O=S1(CC2N(CCNC2C1)C=1OC2=C(C1)C=C(C=C2)N)=O (6,6-Dioxidohexahydrothieno[3,4-b]pyrazine-1(2H)-yl-1-benzofuran-5-amine). Reaction SMILES: NN.[N+:3]([C:6]1[CH:7]=[C:8]([N:15]2[CH2:20][CH2:19][NH:18][CH:17]3[CH2:21][S:22](=[O:25])(=[O:24])[CH2:23][CH:16]23)[C:9]2O[CH:12]=[CH:11][C:10]=2[CH:14]=1)([O-])=O.CC#N.C1C[O:32]CC1>CCO.[Ni]>[O:25]=[S:22]1(=[O:24])[CH2:21][CH:17]2[CH:16]([N:15]([C:8]3[O:32][C:11]4[CH:12]=[CH:7][C:6]([NH2:3])=[CH:14][C:10]=4[CH:9]=3)[CH2:20][CH2:19][NH:18]2)[CH2:23]1. Reported procedure: Raney-nickel (slurry in ethanol; 2 mL) and hydrazine (204 mL, 4.20 mmol) were added to 1-(5-nitro-1-benzofuran-7-yl)octahydrothieno[3,4-b]pyrazine 6,6-dioxide (0.354 g, 1.05 mmol; Intermediate 35) in a mixture of THF (20 mL) and EtOH (80 mL). The resulting mixture was stirred at room temperature overnight and then more Raney-nickel (slurry in ethanol; 2 mL) and hydrazine (204 mL, 4.20 mmol) were added and stirring was continued overnight. The mixture was filtered through Celite and the solvent w... The reactants are CCOC(=O)CNC(=O)CSc1ncc(Br)n1-c1ccc(C#N)c2ccccc12, C1CCOC1, [Li+], [OH-], O. Product: N#Cc1ccc(-n2c(Br)cnc2SCC(=O)NCC(=O)O)c2ccccc12. RXN SMILES: [Br:3][c:4]1[cH:5][n:6][c:7]([S:21][CH2:22][C:23](=[O:24])[NH:25][CH2:26][C:27](=[O:28])[O:29][CH2:30][CH3:31])[n:8]1-[c:9]1[cH:10][cH:11][c:12]([C:19]#[N:20])[c:13]2[cH:14][cH:15][cH:16][cH:17][c:18]12.[CH2:32]1[O:33][CH2:34][CH2:35][CH2:36]1.[Li+:1].[OH-:2].[OH2:37]>>[Br:3][c:4]1[cH:5][n:6][c:7]([S:21][CH2:22][C:23](=[O:24])[NH:25][CH2:26][C:27](=[O:28])[OH:29])[n:8]1-[c:9]1[cH:10][cH:11][c:12]([C:19]#[N:20])[c:13]2[cH:14][cH:15][cH:16][cH:17][c:18]12. Reactants: [C@@H]1([C@H](O)[C@@H](O)[C@H](O)[C@H](O1)CO)OC1=NNC(=C1CC1=CC=C(C=C1)OC)C (3-(β-D-glucopyranosyloxy)-4-[(4-methoxyphenyl)methyl]-5-methyl-1H-pyrazole), ICC (iodoethane). Yields the product C(C)N1N=C(C(=C1C)CC1=CC=C(C=C1)OC)O[C@H]1[C@H](O)[C@@H](O)[C@H](O)[C@H](O1)CO (1-Ethyl-3-(β-D-glucopyranosyloxy)-4-[(4-methoxyphenyl)methyl]-5-methylpyrazole). RXN SMILES: [C@@H:1]1([O:12][C:13]2[C:17]([CH2:18][C:19]3[CH:24]=[CH:23][C:22]([O:25][CH3:26])=[CH:21][CH:20]=3)=[C:16]([CH3:27])[NH:15][N:14]=2)[O:9][C@H:8]([CH2:10][OH:11])[C@@H:6]([OH:7])[C@H:4]([OH:5])[C@H:2]1[OH:3].I[CH2:29][CH3:30]>>[CH2:29]([N:15]1[C:16]([CH3:27])=[C:17]([CH2:18][C:19]2[CH:24]=[CH:23][C:22]([O:25][CH3:26])=[CH:21][CH:20]=2)[C:13]([O:12][C@@H:1]2[O:9][C@H:8]([CH2:10][OH:11])[C@@H:6]([OH:7])[C@H:4]([OH:5])[C@H:2]2[OH:3])=[N:14]1)[CH3:30]. Procedure: The title compound was prepared in a similar manner to that described in Reference Example 63 using 3-(β-D-glucopyranosyloxy)-4-[(4-methoxyphenyl)methyl]-5-methyl-1H-pyrazole instead of 3-(β-D-glucopyranosyloxy)-4-[(4-isopropoxyphenyl)methyl]-5-methyl-1H-pyrazole and using iodoethane instead of 1-iodpropane.